The task is: describe an organic reaction: reactants, conditions, products, and yield. This data is from the Open Reaction Database (ORD), a public repository of structured organic reaction records. The reactants are C[Si](C)(C)C#CC=1C=C(C(=O)OC)C=CN1 (methyl 2-((trimethylsilyl)ethynyl)isonicotinate), CCCC[N+](CCCC)(CCCC)CCCC.[F-] (TBAF). Solvent: C(C)(=O)OCC (ethyl acetate), C1CCOC1 (THF). Conditions: time 1 hour. Yields the product C(#C)C=1C=C(C(=O)OC)C=CN1 (Methyl 2-ethynylisonicotinate). Reaction SMILES: C[Si]([C:5]#[C:6][C:7]1[CH:8]=[C:9]([CH:14]=[CH:15][N:16]=1)[C:10]([O:12][CH3:13])=[O:11])(C)C.CCCC[N+](CCCC)(CCCC)CCCC.[F-]>C1COCC1.C(OCC)(=O)C>[C:6]([C:7]1[CH:8]=[C:9]([CH:14]=[CH:15][N:16]=1)[C:10]([O:12][CH3:13])=[O:11])#[CH:5] |f:1.2|. Procedure details: To a solution of methyl 2-((trimethylsilyl)ethynyl)isonicotinate (I125) (8.00 g, 34.2 mmol) in THF (150 mL) was added TBAF (1.0 M in THF) (51.4 mL, 51.4 mmol) at 0° C. The resulting solution was allowed to warm to room temperature at which stirring was continued for 1 hour. The reaction mixture was diluted with ethyl acetate (50 mL) and washed with 10% NaHCO3 (50 mL). The organic layer was dried (MgSO4) and evaporated under reduced pressure to give a dark brown/black residue. The residue was ads...